Dataset: the Open Reaction Database (ORD), a public repository of structured organic reaction records. Task: describe an organic reaction: reactants, conditions, products, and yield The product is COCC1(c2cc(C(=O)OC)ccc2-c2cc(OC)ncc2F)CCCC1. Reaction SMILES: [CH3:29][I:30].[CH3:31][CH2:32][O:33][C:34]([CH3:35])=[O:36].[F:3][c:4]1[c:5](-[c:12]2[c:13]([C:22]3([CH2:27][OH:28])[CH2:23][CH2:24][CH2:25][CH2:26]3)[cH:14][c:15]([C:16](=[O:17])[O:18][CH3:19])[cH:20][cH:21]2)[cH:6][c:7]([O:10][CH3:11])[n:8][cH:9]1.[H-:1].[Na+:2].[O:37]=[CH:38][N:39]([CH3:40])[CH3:41]>>[F:3][c:4]1[c:5](-[c:12]2[c:13]([C:22]3([CH2:27][O:28][CH3:31])[CH2:23][CH2:24][CH2:25][CH2:26]3)[cH:14][c:15]([C:16](=[O:17])[O:18][CH3:19])[cH:20][cH:21]2)[cH:6][c:7]([O:10][CH3:11])[n:8][cH:9]1. Reactants: CI, CCOC(C)=O, COC(=O)c1ccc(-c2cc(OC)ncc2F)c(C2(CO)CCCC2)c1, [H-], [Na+], CN(C)C=O. The reactants are O=C(O)c1c[nH]c2c(Br)cccc12, CNC1CCN(C)CC1, ClCCl, N=C=N. Yields the product CN1CCC(N(C)C(=O)c2c[nH]c3c(Br)cccc23)CC1. As a reaction SMILES: [Br:1][c:2]1[cH:3][cH:4][cH:5][c:6]2[c:7]([C:11](=[O:12])[OH:13])[cH:8][nH:9][c:10]12.[CH3:17][N:18]1[CH2:19][CH2:20][CH:21]([NH:24][CH3:25])[CH2:22][CH2:23]1.[Cl:26][CH2:27][Cl:28].[NH:14]=[C:15]=[NH:16]>>[Br:1][c:2]1[cH:3][cH:4][cH:5][c:6]2[c:7]([C:11](=[O:13])[N:24]([CH:21]3[CH2:20][CH2:19][N:18]([CH3:17])[CH2:23][CH2:22]3)[CH3:25])[cH:8][nH:9][c:10]12. The reactants are C(C1=CC=CC=C1)(=O)N1CC2C(C1)CN(C2)C(=O)OC(C)(C)C (tert-butyl 5-benzoylhexahydropyrrolo[3,4-c]pyrrole-2(1H)-carboxylate). The solvent is C(=O)(C(F)(F)F)O (TFA), C(Cl)Cl (CH2Cl2). Conditions: time 24 hour. The product is C1N(CC2C1CNC2)C(=O)C2=CC=CC=C2 ((hexahydropyrrolo[3,4-c]pyrrol-2(1H)-yl)(phenyl)methanone). Reaction SMILES: [C:1]([N:9]1[CH2:13][CH:12]2[CH2:14][N:15](C(OC(C)(C)C)=O)[CH2:16][CH:11]2[CH2:10]1)(=[O:8])[C:2]1[CH:7]=[CH:6][CH:5]=[CH:4][CH:3]=1>C(O)(C(F)(F)F)=O.C(Cl)Cl>[CH2:10]1[CH:11]2[CH2:16][NH:15][CH2:14][CH:12]2[CH2:13][N:9]1[C:1]([C:2]1[CH:3]=[CH:4][CH:5]=[CH:6][CH:7]=1)=[O:8]. Procedure: tert-butyl 5-benzoylhexahydropyrrolo[3,4-c]pyrrole-2(1H)-carboxylate (100 mg) was dissolved in 10% TFA solution in CH2Cl2 (10 mL). The reaction was stirred at room temperature for 24 hours. After removal of solvents, the residue, (hexahydropyrrolo[3,4-c]pyrrol-2(1H)-yl)(phenyl)methanone, was used in the further reactions without purification.